Dataset: the Open Reaction Database (ORD), a public repository of structured organic reaction records. Task: describe an organic reaction: reactants, conditions, products, and yield Starting materials: CC(C)(C)OC(=O)N1C(CCc2ccc(N)cc2)COC1(C)C, CCN(C(C)C)C(C)C, O=C=Nc1ccc(Cl)c(Cl)c1, ClCCl. Product: CC(C)(C)OC(=O)N1C(CCc2ccc(NC(=O)Nc3ccc(Cl)c(Cl)c3)cc2)COC1(C)C. As a reaction SMILES: [C:1]([CH3:2])([CH3:3])([CH3:4])[O:5][C:6](=[O:7])[N:8]1[C:9]([CH3:22])([CH3:23])[O:10][CH2:11][CH:12]1[CH2:13][CH2:14][c:15]1[cH:16][cH:17][c:18]([NH2:21])[cH:19][cH:20]1.[CH:24]([N:25]([CH2:26][CH3:27])[CH:28]([CH3:29])[CH3:30])([CH3:31])[CH3:32].[Cl:33][c:34]1[cH:35][c:36]([N:41]=[C:42]=[O:43])[cH:37][cH:38][c:39]1[Cl:40].[Cl:44][CH2:45][Cl:46]>>[C:1]([CH3:2])([CH3:3])([CH3:4])[O:5][C:6](=[O:7])[N:8]1[C:9]([CH3:22])([CH3:23])[O:10][CH2:11][CH:12]1[CH2:13][CH2:14][c:15]1[cH:16][cH:17][c:18]([NH:21][C:42]([NH:41][c:36]2[cH:35][c:34]([Cl:33])[c:39]([Cl:40])[cH:38][cH:37]2)=[O:43])[cH:19][cH:20]1. Reactants: C=O, CC(C)(C)[O-], CN(C)C=O, [K+], O=S(CCO)Cc1cccnc1. Product: O=S1CCOCC1c1cccnc1. RXN SMILES: [CH2:19]=[O:20].[CH3:13][C:14]([CH3:15])([O-:16])[CH3:17].[CH3:21][N:22]([CH3:23])[CH:24]=[O:25].[K+:18].[n:1]1[cH:2][c:3]([CH2:7][S:8](=[O:9])[CH2:10][CH2:11][OH:12])[cH:4][cH:5][cH:6]1>>[n:1]1[cH:2][c:3]([CH:7]2[S:8](=[O:9])[CH2:10][CH2:11][O:12][CH2:13]2)[cH:4][cH:5][cH:6]1.